Dataset: the Open Reaction Database (ORD), a public repository of structured organic reaction records. Task: describe an organic reaction: reactants, conditions, products, and yield The solvent is Cl.O1CCOCC1 (HCl dioxane). Procedure: A solution of 5-chloro-N-(2-(isopropylsulfonyl)phenyl)-3-(4-methoxybenzyl)-3H-[1,2,3]triazolo[4,5-d]pyrimidin-7-amine (10 mg) and 2-isopropoxy-5-methyl-4-(piperidin-4-yl)aniline (7 mg) in 2 M HCl/dioxane (2 mL) was sealed in a pressure tube and heated at 110° C. for 2 days. It was cooled to room temperature and solvent was removed under reduced pressure. The remaining residue was dissolved in trifluoroacetic acid (2 mL) and heated to 80° C. for 2 h. Trifluoroacetic acid was removed and the remai... The reactants are ClC=1N=C(C2=C(N1)N(N=N2)CC2=CC=C(C=C2)OC)NC2=C(C=CC=C2)S(=O)(=O)C(C)C (5-chloro-N-(2-(isopropylsulfonyl)phenyl)-3-(4-methoxybenzyl)-3H-[1,2,3]triazolo[4,5-d]pyrimidin-7-amine), C(C)(C)OC1=C(N)C=C(C(=C1)C1CCNCC1)C (2-isopropoxy-5-methyl-4-(piperidin-4-yl)aniline). Product: C(C)(C)OC1=C(C=C(C(=C1)C1CCNCC1)C)NC=1N=C(C2=C(N1)NN=N2)NC2=C(C=CC=C2)S(=O)(=O)C(C)C (N5-(2-isopropoxy-5-methyl-4-(piperidin-4-yl)phenyl)-N7-(2-(isopropylsulfonyl)phenyl)-3H-[1,2,3]triazolo[4,5-d]pyrimidine-5,7-diamine). Reaction SMILES: Cl[C:2]1[N:3]=[C:4]([NH:20][C:21]2[CH:26]=[CH:25][CH:24]=[CH:23][C:22]=2[S:27]([CH:30]([CH3:32])[CH3:31])(=[O:29])=[O:28])[C:5]2[N:10]=[N:9][N:8](CC3C=CC(OC)=CC=3)[C:6]=2[N:7]=1.[CH:33]([O:36][C:37]1[CH:43]=[C:42]([CH:44]2[CH2:49][CH2:48][NH:47][CH2:46][CH2:45]2)[C:41]([CH3:50])=[CH:40][C:38]=1[NH2:39])([CH3:35])[CH3:34]>Cl.O1CCOCC1>[CH:33]([O:36][C:37]1[CH:43]=[C:42]([CH:44]2[CH2:45][CH2:46][NH:47][CH2:48][CH2:49]2)[C:41]([CH3:50])=[CH:40][C:38]=1[NH:39][C:2]1[N:3]=[C:4]([NH:20][C:21]2[CH:26]=[CH:25][CH:24]=[CH:23][C:22]=2[S:27]([CH:30]([CH3:31])[CH3:32])(=[O:28])=[O:29])[C:5]2[N:10]=[N:9][NH:8][C:6]=2[N:7]=1)([CH3:35])[CH3:34] |f:2.3|. Conditions: temperature 110 celsius.